Task: describe an organic reaction: reactants, conditions, products, and yield. Dataset: the Open Reaction Database (ORD), a public repository of structured organic reaction records The reactants are CCOC(=O)c1[nH]c(C)c(C)c1OCC(O)CCl, C1COCCO1, OC1(c2ccccc2)CCNCC1. The product is CCOC(=O)c1[nH]c(C)c(C)c1OCC(O)CN1CCC(O)(c2ccccc2)CC1, Cl. RXN SMILES: [C:1](=[O:2])([O:3][CH2:4][CH3:5])[c:6]1[nH:7][c:8]([CH3:18])[c:9]([CH3:17])[c:10]1[O:11][CH2:12][CH:13]([CH2:14][Cl:15])[OH:16].[O:32]1[CH2:33][CH2:34][O:35][CH2:36][CH2:37]1.[OH:19][C:20]1([c:26]2[cH:27][cH:28][cH:29][cH:30][cH:31]2)[CH2:21][CH2:22][NH:23][CH2:24][CH2:25]1>>[C:1](=[O:2])([O:3][CH2:4][CH3:5])[c:6]1[nH:7][c:8]([CH3:18])[c:9]([CH3:17])[c:10]1[O:11][CH2:12][CH:13]([CH2:14][N:23]1[CH2:22][CH2:21][C:20]([OH:19])([c:26]2[cH:27][cH:28][cH:29][cH:30][cH:31]2)[CH2:25][CH2:24]1)[OH:16].[ClH:15]. The reactants are COC(=O)c1ccc2c(c1)CCN2Cc1ccccc1, C1CCOC1, [Li+], [OH-], O, O. The product is O=C(O)c1ccc2c(c1)CCN2Cc1ccccc1. Reaction SMILES: [CH2:1]([c:2]1[cH:3][cH:4][cH:5][cH:6][cH:7]1)[N:8]1[CH2:9][CH2:10][c:11]2[cH:12][c:13]([C:17](=[O:18])[O:19][CH3:20])[cH:14][cH:15][c:16]21.[CH2:24]1[O:25][CH2:26][CH2:27][CH2:28]1.[Li+:22].[OH-:21].[OH2:23].[OH2:29]>>[CH2:1]([c:2]1[cH:3][cH:4][cH:5][cH:6][cH:7]1)[N:8]1[CH2:9][CH2:10][c:11]2[cH:12][c:13]([C:17](=[O:18])[OH:19])[cH:14][cH:15][c:16]21. The reactants are CC(C)(OC(=O)NCC1=CC=C(C=C1)CC1=NC(=NO1)C)C (5-[[4-[[[(1,1-dimethylethoxy)carbonyl]amino]methyl]phenyl]methyl]-3-methyl-1,2,4-oxadiazole), Cl (hydrogen chloride). Product: Cl.CC1=NOC(=N1)CC1=CC=C(C=C1)CN (4-(3-Methyl-1,2,4-oxadiazol-5-ylmethyl)benzenemethanamine-hydrochloride). The yield is 56.0%. Reaction SMILES: CC(C)(OC([NH:7][CH2:8][C:9]1[CH:14]=[CH:13][C:12]([CH2:15][C:16]2[O:20][N:19]=[C:18]([CH3:21])[N:17]=2)=[CH:11][CH:10]=1)=O)C.[ClH:23]>>[ClH:23].[CH3:21][C:18]1[N:17]=[C:16]([CH2:15][C:12]2[CH:13]=[CH:14][C:9]([CH2:8][NH2:7])=[CH:10][CH:11]=2)[O:20][N:19]=1 |f:2.3|. Procedure: Prepared analogously to Example 65i) by treating 5-[[4-[[[(1,1-dimethylethoxy)carbonyl]amino]methyl]phenyl]methyl]-3-methyl-1,2,4-oxadiazole with methanolic hydrogen chloride solution in a yield of 56% of theory. Starting materials: BrC1=C(C=CC(=C1)F)S(=O)(=O)NC1=C(C=2CCN3C(C2C=C1)=CC=N3)C(=O)OC (methyl 8-(2-bromo-4-fluorobenzenesulfonylamino)-5,6-dihydropyrazolo[5,1-a]isoquinoline-7-carboxylate), BrC1=C(C=CC(=C1)F)S(=O)(=O)NC1=C(C=2CCN3C(C2C=C1)=CC=N3)C(=O)OC (methyl 8-(2-bromo-4-fluorobenzenesulfonylamino)-5,6-dihydropyrazolo[5,1-a]isoquinoline-7-carboxylate), C(C)N(C\C=C/[Sn](CCCC)(CCCC)CCCC)CC (N,N-diethyl-N—((Z)-1-tributylstannanylprop-1-en-3-yl)-amine), C(C)N(C\C=C/[Sn](CCCC)(CCCC)CCCC)CC (N,N-diethyl-N—((Z)-1-tributylstannanylprop-1-en-3-yl)-amine), F[B-](F)(F)F.C(C)(C)(C)[PH+](C(C)(C)C)C(C)(C)C (tri-tert-butylphosphonium tetrafluoroborate). Reagents/catalysts: C=1C=CC(=CC1)/C=C/C(=O)/C=C/C2=CC=CC=C2.C=1C=CC(=CC1)/C=C/C(=O)/C=C/C2=CC=CC=C2.C=1C=CC(=CC1)/C=C/C(=O)/C=C/C2=CC=CC=C2.[Pd].[Pd] (tris-(dibenzylideneacetone)dipalladium (0)). Solvent: O1CCOCC1 (dioxane). Run at temperature 80 celsius. The product is C(C)N(C\C=C/C1=C(C=CC(=C1)F)S(=O)(=O)NC1=C(C=2CCN3C(C2C=C1)=CC=N3)C(=O)OC)CC (methyl 8-[2-((Z)-3-diethylaminoprop-1-enyl)-4-fluorobenzenesulfonylamino]-5,6-dihydropyrazolo[5,1-a]isoquinoline-7-carboxylate). Isolated yield 60.7%. As a reaction SMILES: Br[C:2]1[CH:7]=[C:6]([F:8])[CH:5]=[CH:4][C:3]=1[S:9]([NH:12][C:13]1[CH:22]=[CH:21][C:20]2[C:19]3=[CH:23][CH:24]=[N:25][N:18]3[CH2:17][CH2:16][C:15]=2[C:14]=1[C:26]([O:28][CH3:29])=[O:27])(=[O:11])=[O:10].[CH2:30]([N:32]([CH2:49][CH3:50])[CH2:33]/[CH:34]=[CH:35]\[Sn](CCCC)(CCCC)CCCC)[CH3:31].F[B-](F)(F)F.C([PH+](C(C)(C)C)C(C)(C)C)(C)(C)C>O1CCOCC1.C1C=CC(/C=C/C(/C=C/C2C=CC=CC=2)=O)=CC=1.C1C=CC(/C=C/C(/C=C/C2C=CC=CC=2)=O)=CC=1.C1C=CC(/C=C/C(/C=C/C2C=CC=CC=2)=O)=CC=1.[Pd].[Pd]>[CH2:30]([N:32]([CH2:49][CH3:50])[CH2:33]/[CH:34]=[CH:35]\[C:2]1[CH:7]=[C:6]([F:8])[CH:5]=[CH:4][C:3]=1[S:9]([NH:12][C:13]1[CH:22]=[CH:21][C:20]2[C:19]3=[CH:23][CH:24]=[N:25][N:18]3[CH2:17][CH2:16][C:15]=2[C:14]=1[C:26]([O:28][CH3:29])=[O:27])(=[O:11])=[O:10])[CH3:31] |f:2.3,5.6.7.8.9|. Reported procedure: A mixture of methyl 8-(2-bromo-4-fluorobenzenesulfonylamino)-5,6-dihydropyrazolo[5,1-a]isoquinoline-7-carboxylate (Intermediate 21, 0.088 g), N,N-diethyl-N—((Z)-1-tributylstannanylprop-1-en-3-yl)-amine (Intermediate 3, 0.222 g), tris-(dibenzylideneacetone)dipalladium (0) (0.020 g) and tri-tert-butylphosphonium tetrafluoroborate (0.01 g) in dioxane (3 mL) was de-gassed and purged with nitrogen and then heated to 80° C. in a sealed vessel for 2 hours. The resultant mixture was cooled, filtered thr... The reactants are NC1=CC(=C(C(=O)OC)C=C1)F (methyl 4-amino-2-fluoro-benzoate), C(C1=CC=CC=C1)C1=NC(=NC(=C1)C)Cl (4-benzyl-2-chloro-6-methyl-pyrimidine). The product is C(C1=CC=CC=C1)C1=NC(=NC(=C1)C)NC1=CC(=C(C(=O)OC)C=C1)F (Methyl 4-(4-benzyl-6-methyl-pyrimidin-2-ylamino)-2-fluoro-benzoate), solid. The yield is 84.0%. RXN SMILES: [NH2:1][C:2]1[CH:11]=[CH:10][C:5]([C:6]([O:8][CH3:9])=[O:7])=[C:4]([F:12])[CH:3]=1.[CH2:13]([C:20]1[CH:25]=[C:24]([CH3:26])[N:23]=[C:22](Cl)[N:21]=1)[C:14]1[CH:19]=[CH:18][CH:17]=[CH:16][CH:15]=1>>[CH2:13]([C:20]1[CH:25]=[C:24]([CH3:26])[N:23]=[C:22]([NH:1][C:2]2[CH:11]=[CH:10][C:5]([C:6]([O:8][CH3:9])=[O:7])=[C:4]([F:12])[CH:3]=2)[N:21]=1)[C:14]1[CH:15]=[CH:16][CH:17]=[CH:18][CH:19]=1. Reported procedure: The title compound was prepared from methyl 4-amino-2-fluoro-benzoate (480 mg, 2.84 mmol) and 4-benzyl-2-chloro-6-methyl-pyrimidine (620 mg, 2.84 mmol) in the same manner as described for example 1e). Obtained as white solid (840 mg, 84%). Mp 148-151° C. Starting materials: ClC=1C=C(C=CC1)C1=C(C(=NO1)C1=C(C=CC(=C1)C(F)(F)F)F)C(=O)C=1C=NC=CC1 (5-(3-chlorophenyl)-3-(2-fluoro-5-trifluoromethyl-phenyl)-4-[(3-pyridyl)carbonyl]isoxazole), [BH4-].[Na+] (sodium borohydride). Solvent: C(C)(=O)OCC (ethyl acetate), C(C)O (ethanol). Conditions: time 2 hour. The product is ClC=1C=C(C=CC1)C1=C(C(=NO1)C1=C(C=CC(=C1)C(F)(F)F)F)C(O)C=1C=NC=CC1 (5-(3-chlorophenyl)-3-(2-fluoro-5-trifluoromethylphenyl)-4-[(3-pyridyl)hydroxymethyl]isoxazole). Isolated yield 75.4%. As a reaction SMILES: [Cl:1][C:2]1[CH:3]=[C:4]([C:8]2[O:12][N:11]=[C:10]([C:13]3[CH:18]=[C:17]([C:19]([F:22])([F:21])[F:20])[CH:16]=[CH:15][C:14]=3[F:23])[C:9]=2[C:24]([C:26]2[CH:27]=[N:28][CH:29]=[CH:30][CH:31]=2)=[O:25])[CH:5]=[CH:6][CH:7]=1.[BH4-].[Na+]>C(O)C.C(OCC)(=O)C>[Cl:1][C:2]1[CH:3]=[C:4]([C:8]2[O:12][N:11]=[C:10]([C:13]3[CH:18]=[C:17]([C:19]([F:21])([F:20])[F:22])[CH:16]=[CH:15][C:14]=3[F:23])[C:9]=2[CH:24]([C:26]2[CH:27]=[N:28][CH:29]=[CH:30][CH:31]=2)[OH:25])[CH:5]=[CH:6][CH:7]=1 |f:1.2|. Procedure details: To a solution of 56 mg (0.13 mmol) of 5-(3-chlorophenyl)-3-(2-fluoro-5-trifluoromethyl-phenyl)-4-[(3-pyridyl)carbonyl]isoxazole in 2 mL of ethanol was added 24 mg (0.63 mmol) of sodium borohydride. After 2 hrs at room temperature, the reaction mixture was diluted with ethyl acetate. The solution was washed with saturated sodium chloride and was dried over magnesium sulfate. The drying agent was filtered off, and solvent was removed by rotoevaporation. The residue was purified by prepTLC to give ... Starting materials: COC(=O)C1=C(C2=C(C(=N1)Br)N=C(O2)C2=CC=CC=C2)O (4-bromo-7-hydroxy-2-phenyl-oxazolo[4,5-c]pyridine-6-carboxylic acid methyl ester), C(CCC)[Sn](C1=CC=CC=C1)(CCCC)CCCC (tributylphenyltin). Product: COC(=O)C1=C(C2=C(C(=N1)C1=CC=CC=C1)N=C(O2)C2=CC=CC=C2)O (7-Hydroxy-2,4-diphenyl-oxazolo[4,5-c]pyridine-6-carboxylic acid methyl ester). Reaction SMILES: [CH3:1][O:2][C:3]([C:5]1[N:10]=[C:9](Br)[C:8]2[N:12]=[C:13]([C:15]3[CH:20]=[CH:19][CH:18]=[CH:17][CH:16]=3)[O:14][C:7]=2[C:6]=1[OH:21])=[O:4].C([Sn](CCCC)(CCCC)[C:27]1[CH:32]=[CH:31][CH:30]=[CH:29][CH:28]=1)CCC>>[CH3:1][O:2][C:3]([C:5]1[N:10]=[C:9]([C:27]2[CH:32]=[CH:31][CH:30]=[CH:29][CH:28]=2)[C:8]2[N:12]=[C:13]([C:15]3[CH:20]=[CH:19][CH:18]=[CH:17][CH:16]=3)[O:14][C:7]=2[C:6]=1[OH:21])=[O:4]. Procedure: Prepared from 4-bromo-7-hydroxy-2-phenyl-oxazolo[4,5-c]pyridine-6-carboxylic acid methyl ester, example 3a, and tributylphenyltin under conditions analogous to example 3b. MS: (+) m/z 347.1 (M+1). The reactants are C(=O)NC=1SC=C(N1)C(C(=O)O)=NOC1CCCCC1 (2-(2-Formamidothiazol-4-yl)-2-cyclohexyloxyiminoacetic acid), CN(C=O)C (N,N-dimethylformamide), P(=O)(Cl)(Cl)Cl (phosphoryl chloride), NC1[C@@H]2N(C(=CCS2)C(=O)OCC2=CC=C(C=C2)[N+](=O)[O-])C1=O (4-nitrobenzyl 7-amino-3-cephem-4-carboxylate). The solvent is O (water), CC(=O)C (acetone), O1CCCC1 (tetrahydrofuran). Product: C(=O)NC=1SC=C(N1)C(C(=O)NC1[C@@H]2N(C(=CCS2)C(=O)OCC2=CC=C(C=C2)[N+](=O)[O-])C1=O)=NOC1CCCCC1 (4-nitrobenzyl 7-[2-(2-formamidothiazol-4-yl)-2-cyclohexyloxyiminoacetamido]-3-cephem-4-carboxylate). The yield is 90.8%. RXN SMILES: [CH:1]([NH:3][C:4]1[S:5][CH:6]=[C:7]([C:9](=[N:13][O:14][CH:15]2[CH2:20][CH2:19][CH2:18][CH2:17][CH2:16]2)[C:10]([OH:12])=O)[N:8]=1)=[O:2].CN(C)C=O.P(Cl)(Cl)(Cl)=O.[NH2:31][CH:32]1[C:52](=[O:53])[N:34]2[C:35]([C:39]([O:41][CH2:42][C:43]3[CH:48]=[CH:47][C:46]([N+:49]([O-:51])=[O:50])=[CH:45][CH:44]=3)=[O:40])=[CH:36][CH2:37][S:38][C@H:33]12>O.CC(C)=O.O1CCCC1>[CH:1]([NH:3][C:4]1[S:5][CH:6]=[C:7]([C:9](=[N:13][O:14][CH:15]2[CH2:20][CH2:19][CH2:18][CH2:17][CH2:16]2)[C:10]([NH:31][CH:32]2[C:52](=[O:53])[N:34]3[C:35]([C:39]([O:41][CH2:42][C:43]4[CH:44]=[CH:45][C:46]([N+:49]([O-:51])=[O:50])=[CH:47][CH:48]=4)=[O:40])=[CH:36][CH2:37][S:38][C@H:33]23)=[O:12])[N:8]=1)=[O:2]. Procedure: 2-(2-Formamidothiazol-4-yl)-2-cyclohexyloxyiminoacetic acid (syn isomer, 0.9 g.), N,N-dimethylformamide (266 mg.), phosphoryl chloride (557 mg.), tetrahydrofuran (20 ml.), 4-nitrobenzyl 7-amino-3-cephem-4-carboxylate (1.05 g.), acetone (3 ml.) and water (3 ml.) were treated in a similar manner to that of Example 15-(1) to give 4-nitrobenzyl 7-[2-(2-formamidothiazol-4-yl)-2-cyclohexyloxyiminoacetamido]-3-cephem-4-carboxylate (syn isomer, 1.69 g.).